From a dataset of the Open Reaction Database (ORD), a public repository of structured organic reaction records. describe an organic reaction: reactants, conditions, products, and yield Starting materials: O=C([O-])[O-], CN(C)C=O, CCOCC, OC(c1cc(F)ccc1F)c1cc(Cl)ncc1Cl, Sc1ccc(Cl)cc1, [K+], [K+], O=S(Cl)Cl. Yields the product Fc1ccc(F)c(C(Sc2ccc(Cl)cc2)c2cc(Cl)ncc2Cl)c1. Reaction SMILES: [C:32](=[O:33])([O-:34])[O-:35].[CH3:19][N:20]([CH3:21])[CH:22]=[O:23].[CH3:42][CH2:43][O:44][CH2:45][CH3:46].[Cl:1][c:2]1[n:3][cH:4][c:5]([Cl:18])[c:6]([CH:8]([OH:9])[c:10]2[c:11]([F:17])[cH:12][cH:13][c:14]([F:16])[cH:15]2)[cH:7]1.[Cl:24][c:25]1[cH:26][cH:27][c:28]([SH:31])[cH:29][cH:30]1.[K+:36].[K+:37].[S:38]([Cl:39])([Cl:40])=[O:41]>>[Cl:1][c:2]1[n:3][cH:4][c:5]([Cl:18])[c:6]([CH:8]([c:10]2[c:11]([F:17])[cH:12][cH:13][c:14]([F:16])[cH:15]2)[S:31][c:28]2[cH:27][cH:26][c:25]([Cl:24])[cH:30][cH:29]2)[cH:7]1. RXN SMILES: [Cl:1][C:2]1[CH:15]=[CH:14][C:5]([NH:6]C(OC(C)(C)C)=O)=[CH:4][CH:3]=1.[F:16][C:17]1[C:25]([F:26])=[CH:24][CH:23]=[CH:22][C:18]=1[C:19](Cl)=[O:20]>>[NH2:6][C:5]1[CH:4]=[CH:3][C:2]([Cl:1])=[CH:15][C:14]=1[C:19]([C:18]1[CH:22]=[CH:23][CH:24]=[C:25]([F:26])[C:17]=1[F:16])=[O:20]. The reactants are ClC1=CC=C(NC(=O)OC(C)(C)C)C=C1 (4-Chloro-N-Boc-aniline), FC1=C(C(=O)Cl)C=CC=C1F (2,3-difluoro-benzoyl chloride). The product is NC1=C(C=C(C=C1)Cl)C(=O)C1=C(C(=CC=C1)F)F ((2-Amino-5-chloro-phenyl)-(2,3-difluoro-phenyl)-methanone). Yield: 14.0%. Procedure: In a manner similar to that described above for compound 1aa, 4-Chloro-N-Boc-aniline and 2,3-difluoro-benzoyl chloride were converted to 1v (14% yield) MS m/z=268 (M+H). The reactants are Clc1ccc(Cl)nn1, CC(C)(C)OC(=O)NC1CCNCC1, CN(C)C=O, O. Yields the product CC(C)(C)OC(=O)NC1CCN(c2ccc(Cl)nn2)CC1. Reaction SMILES: [Cl:15][c:16]1[n:17][n:18][c:19]([Cl:22])[cH:20][cH:21]1.[NH:1]1[CH2:2][CH2:3][CH:4]([NH:7][C:8]([O:9][C:10]([CH3:11])([CH3:12])[CH3:13])=[O:14])[CH2:5][CH2:6]1.[O:23]=[CH:24][N:25]([CH3:26])[CH3:27].[OH2:28]>>[N:1]1([c:19]2[n:18][n:17][c:16]([Cl:15])[cH:21][cH:20]2)[CH2:2][CH2:3][CH:4]([NH:7][C:8]([O:9][C:10]([CH3:11])([CH3:12])[CH3:13])=[O:14])[CH2:5][CH2:6]1. Reaction SMILES: [C:1]([CH3:2])([CH3:3])([CH3:4])[Si:5]([O:6][CH2:7][c:8]1[cH:9][cH:10][c:11]([C:23](=[O:24])[OH:25])[n:12]1[CH2:13][C:14](=[O:15])[c:16]1[cH:17][cH:18][c:19]([Cl:22])[cH:20][cH:21]1)([CH3:26])[CH3:27].[Cl:32][CH2:33][Cl:34].[Cl:36][CH2:37][CH2:38][Cl:39].[NH2:28][CH2:29][CH2:30][NH2:31].[OH2:35]>>[C:1]([CH3:2])([CH3:3])([CH3:4])[Si:5]([O:6][CH2:7][c:8]1[cH:9][cH:10][c:11]2[n:12]1[CH2:13][C:14]1([c:16]3[cH:17][cH:18][c:19]([Cl:22])[cH:20][cH:21]3)[N:28]([C:23]2=[O:24])[CH2:29][CH2:30][NH:31]1)([CH3:26])[CH3:27]. The reactants are CC(C)(C)[Si](C)(C)OCc1ccc(C(=O)O)n1CC(=O)c1ccc(Cl)cc1, ClCCl, ClCCCl, NCCN, O. Yields the product CC(C)(C)[Si](C)(C)OCc1ccc2n1CC1(c3ccc(Cl)cc3)NCCN1C2=O. The reactants are O (water), CC12C(CC(CC1)C2)=O (methylbicyclo[2.2.1]heptan-2-one), C(C)(C)(C)C1=NC(=CC(=C1)C)C(C)(C)C (2,6-di-tert-butyl-4-methyl-pyridine), FC(S(=O)(=O)OS(=O)(=O)C(F)(F)F)(F)F (trifluoromethanesulfonic anhydride). Run in C(Cl)Cl (DCM), C(Cl)Cl (DCM). Reaction conditions: time 24 hour. Product: FC(S(=O)(=O)OC12C(CC(CC1)C2)=C)(F)F (Methylenebicyclo[2.2.1]heptan-1-yl trifluoromethanesulfonate). Yield: 9.5%. Reaction SMILES: CC12CC(CC1)CC2=O.C([C:14]1[CH:19]=[C:18](C)[CH:17]=[C:16]([C:21]([CH3:24])([CH3:23])C)N=1)(C)(C)C.[F:25][C:26]([F:39])([F:38])[S:27]([O:30]S(C(F)(F)F)(=O)=O)(=[O:29])=[O:28].O>C(Cl)Cl>[F:25][C:26]([F:39])([F:38])[S:27]([O:30][C:16]12[CH2:17][CH:18]([CH2:19][CH2:14]1)[CH2:24][C:21]2=[CH2:23])(=[O:29])=[O:28]. Procedure: To a solution of methylbicyclo[2.2.1]heptan-2-one (26 g, 0.209 mol) and 2,6-di-tert-butyl-4-methyl-pyridine (64 g, 0.315 mol) in DCM (300 mL) was added dropwise trifluoromethanesulfonic anhydride (88 g, 0.315 mol) in DCM (50 mL) at 0° C. The reaction mixture was stirred at room temperature for 24 h. The mixture was poured into water, and extracted with DCM (2×100 mL). The combined extracts were washed with a 10% hydrochloric acid solution (3×100 mL), saturated aqueous sodium bicarbonate solution... The reactants are C(C)(C)(C)OC(=O)N1[C@@H]([C@H]2C[C@H]2C1)CN ((1S,2S,5R)-2-Aminomethyl-3-aza-bicyclo[3.1.0]hexane-3-carboxylic acid tert-butyl ester), O1C=CC=2C1=CC=CC2C(=O)O (benzofuran-4-carboxylic acid). Product: C(C)(C)(C)OC(=O)N1[C@@H]([C@H]2C[C@H]2C1)CNC(=O)C=1C=CC=C2C1C=CO2 ((1S,2S,5R)-2-{[(Benzofuran-4-carbonyl)-amino]-methyl}-3-aza-bicyclo[3.1.0]hexane-3-carboxylic Acid Tert-butyl Ester). RXN SMILES: [C:1]([O:5][C:6]([N:8]1[CH2:13][C@H:12]2[C@H:10]([CH2:11]2)[C@H:9]1[CH2:14][NH2:15])=[O:7])([CH3:4])([CH3:3])[CH3:2].[O:16]1[C:20]2=[CH:21][CH:22]=[CH:23][C:24]([C:25](O)=[O:26])=[C:19]2[CH:18]=[CH:17]1>>[C:1]([O:5][C:6]([N:8]1[CH2:13][C@H:12]2[C@H:10]([CH2:11]2)[C@H:9]1[CH2:14][NH:15][C:25]([C:24]1[CH:23]=[CH:22][CH:21]=[C:20]2[O:16][CH:17]=[CH:18][C:19]=12)=[O:26])=[O:7])([CH3:4])([CH3:3])[CH3:2]. Reported procedure: prepared by reaction of (1S,2S,5R)-2-Aminomethyl-3-aza-bicyclo[3.1.0]hexane-3-carboxylic acid tert-butyl ester with benzofuran-4-carboxylic acid (M. A. Eissenstat et al. J. Med. Chem. 1995, 38, 3094-3105). Reactants: CS(=O)(=O)c1ccc(Cn2c(C(=O)O)c(-c3ccccc3)c3cc(Br)ccc3c2=O)cc1, C1CCOC1, O=C(Cl)C(=O)Cl, CN(C)C=O. Yields the product CS(=O)(=O)c1ccc(Cn2c(C(=O)Cl)c(-c3ccccc3)c3cc(Br)ccc3c2=O)cc1. RXN SMILES: [Br:1][c:2]1[cH:3][c:4]2[c:5](-[c:27]3[cH:28][cH:29][cH:30][cH:31][cH:32]3)[c:6]([C:24](=[O:25])[OH:26])[n:7]([CH2:13][c:14]3[cH:15][cH:16][c:17]([S:20](=[O:21])(=[O:22])[CH3:23])[cH:18][cH:19]3)[c:8](=[O:12])[c:9]2[cH:10][cH:11]1.[CH2:44]1[O:45][CH2:46][CH2:47][CH2:48]1.[Cl:38][C:39]([C:40]([Cl:41])=[O:42])=[O:43].[O:33]=[CH:34][N:35]([CH3:36])[CH3:37]>>[Br:1][c:2]1[cH:3][c:4]2[c:5](-[c:27]3[cH:28][cH:29][cH:30][cH:31][cH:32]3)[c:6]([C:24](=[O:25])[Cl:38])[n:7]([CH2:13][c:14]3[cH:15][cH:16][c:17]([S:20](=[O:21])(=[O:22])[CH3:23])[cH:18][cH:19]3)[c:8](=[O:12])[c:9]2[cH:10][cH:11]1. The reactants are CCOc1ccc2[nH]cc(CC(C)(N)C(=O)OC)c2c1, CO, ClCCl, O=Cc1cccc(O)c1, O=C(O)C(F)(F)F. The product is CCOc1ccc2[nH]c3c(c2c1)CC(C)(C(=O)OC)NC3c1cccc(O)c1. As a reaction SMILES: [CH3:1][O:2][C:3]([C:4]([CH2:5][c:6]1[cH:7][nH:8][c:9]2[cH:10][cH:11][c:12]([O:15][CH2:16][CH3:17])[cH:13][c:14]12)([CH3:18])[NH2:19])=[O:20].[CH3:37][OH:38].[Cl:39][CH2:40][Cl:41].[OH:21][c:22]1[cH:23][c:24]([CH:25]=[O:26])[cH:27][cH:28][cH:29]1.[OH:30][C:31]([C:32]([F:33])([F:34])[F:35])=[O:36]>>[CH3:1][O:2][C:3]([C:4]1([CH3:18])[CH2:5][c:6]2[c:7]([nH:8][c:9]3[cH:10][cH:11][c:12]([O:15][CH2:16][CH3:17])[cH:13][c:14]23)[CH:25]([c:24]2[cH:23][c:22]([OH:21])[cH:29][cH:28][cH:27]2)[NH:19]1)=[O:20].